Dataset: the Open Reaction Database (ORD), a public repository of structured organic reaction records. Task: describe an organic reaction: reactants, conditions, products, and yield Reactants: FC1=C(C=CC(=C1F)OCCCCC(C(C(C(F)(F)F)(F)F)(F)F)(F)F)B(O)O (2,3-Difluoro-4-(5,5,6,6,7,7,8,8,8-nonafluoro-octyloxy)-phenylboronic Acid), C(C)OC(C1=CC=C(C=C1)Br)=O (4-bromo-benzoic acid-ethyl ester), C([O-])([O-])=O.[Na+].[Na+] (sodium carbonate). The reagents and catalysts are tetrakis(triphenylphoshine)palladium. Solvent: O.C1(=CC=CC=C1)C (water toluene). Product: C(C)OC(=O)C1=CC=C(C=C1)C1=C(C(=C(C=C1)OCCCCC(C(C(C(F)(F)F)(F)F)(F)F)(F)F)F)F (2′,3′-Difluoro-4′-(5,5,6,6,7,7,8,8,8-nonafluoro-octyloxy)-biphenyl-4-carboxylic Acid Ethyl Ester). RXN SMILES: [F:1][C:2]1[C:7]([F:8])=[C:6]([O:9][CH2:10][CH2:11][CH2:12][CH2:13][C:14]([F:26])([F:25])[C:15]([F:24])([F:23])[C:16]([F:22])([F:21])[C:17]([F:20])([F:19])[F:18])[CH:5]=[CH:4][C:3]=1B(O)O.[CH2:30]([O:32][C:33](=[O:41])[C:34]1[CH:39]=[CH:38][C:37](Br)=[CH:36][CH:35]=1)[CH3:31].C(=O)([O-])[O-].[Na+].[Na+]>O.C1(C)C=CC=CC=1>[CH2:30]([O:32][C:33]([C:34]1[CH:39]=[CH:38][C:37]([C:3]2[CH:4]=[CH:5][C:6]([O:9][CH2:10][CH2:11][CH2:12][CH2:13][C:14]([F:26])([F:25])[C:15]([F:24])([F:23])[C:16]([F:22])([F:21])[C:17]([F:20])([F:19])[F:18])=[C:7]([F:8])[C:2]=2[F:1])=[CH:36][CH:35]=1)=[O:41])[CH3:31] |f:2.3.4,5.6|. Procedure details: A bipsasic solution of 2,3-difluoro-4-(5,5,6,6,7,7,8,8,8-nonafluoro-octyloxy)-phenylboronic acid (11A) (1 equi.), 4-bromo-benzoic acid-ethyl ester (12), (1 equi.), sodium carbonate (2.7 equi.), and tetrakis(triphenylphoshine)palladium catalyst (0.01 equi.) in water-toluene (1:1) (2 mL/mmole) was stirred at 100 C temperature for 12 h., cooled to room temperature, extracted with ethyl acetate:hexane(1:1), washed with brine, dried over MgSO4, and concentrated in vacuo. The purification by chromatog... The reactants are ClCCl, COCCN(CCOC)S(F)(F)F, CCO, C=C1CC(C#N)(CO)C1. Yields the product C=C1CC(C#N)(CF)C1. Reaction SMILES: [CH2:10]([Cl:11])[Cl:12].[CH3:13][O:14][CH2:15][CH2:16][N:17]([CH2:18][CH2:20][O:21][CH3:22])[S:23]([F:19])([F:24])[F:25].[CH3:26][CH2:27][OH:28].[OH:1][CH2:2][C:3]1([C:8]#[N:9])[CH2:4][C:5](=[CH2:7])[CH2:6]1>>[CH2:2]([C:3]1([C:8]#[N:9])[CH2:4][C:5](=[CH2:7])[CH2:6]1)[F:19]. Solvent: CO.CCOCC.Cl (methanol ether HCl). Yields the product FC=1C=C(CN2N=C(C(=C2C)C2=CNC3=NC=C(C=C32)C3=CC=C(C=C3)NC3CCNCC3)C)C=CC1 (N-(4-(3-(1-(3-fluorobenzyl)-3,5-dimethyl-1H-pyrazol-4-yl)-1H-pyrrolo[2,3-b]pyridin-5-yl)phenyl)piperidin-4-amine). Isolated yield 20.2%. Procedure: Using similar reaction conditions as described in step-ii of example-7, tert-butyl 5-(4-((tert-butoxycarbonyl)(1-(tert-butoxycarbonyl)piperidin-4-yl)amino)phenyl)-3-(1-(3-fluorobenzyl)-3,5-dimethyl-1H-pyrazol-4-yl)-1H-pyrrolo[2,3-b]pyridine-1-carboxylate (25 mg, 0.050 mmol) was deprotected in methanol/ether HCl (3/2 ml). This afforded 5 mg (31.2% yield) of the titled compound. 1H NMR (CD3OD, 400 MHz): δ 8.70 (s, 1H), 8.59 (s, 1H), 7.80 (s, 1H), 7.72-7.70 (d, 2H), 7.46-7.40 (m, 1H), 7.02-7.18 (d,... The reactants are step-ii, C(C)(C)(C)OC(=O)N(C1=CC=C(C=C1)C=1C=C2C(=NC1)N(C=C2C=2C(=NN(C2C)CC2=CC(=CC=C2)F)C)C(=O)OC(C)(C)C)C2CCN(CC2)C(=O)OC(C)(C)C (tert-butyl 5-(4-((tert-butoxycarbonyl)(1-(tert-butoxycarbonyl)piperidin-4-yl)amino)phenyl)-3-(1-(3-fluorobenzyl)-3,5-dimethyl-1H-pyrazol-4-yl)-1H-pyrrolo[2,3-b]pyridine-1-carboxylate). As a reaction SMILES: C(OC([N:8]([CH:46]1[CH2:51][CH2:50][N:49](C(OC(C)(C)C)=O)[CH2:48][CH2:47]1)[C:9]1[CH:14]=[CH:13][C:12]([C:15]2[CH:16]=[C:17]3[C:23]([C:24]4[C:25]([CH3:38])=[N:26][N:27]([CH2:30][C:31]5[CH:36]=[CH:35][CH:34]=[C:33]([F:37])[CH:32]=5)[C:28]=4[CH3:29])=[CH:22][N:21](C(OC(C)(C)C)=O)[C:18]3=[N:19][CH:20]=2)=[CH:11][CH:10]=1)=O)(C)(C)C>CO.CCOCC.Cl>[F:37][C:33]1[CH:32]=[C:31]([CH:36]=[CH:35][CH:34]=1)[CH2:30][N:27]1[C:28]([CH3:29])=[C:24]([C:23]2[C:17]3[C:18](=[N:19][CH:20]=[C:15]([C:12]4[CH:11]=[CH:10][C:9]([NH:8][CH:46]5[CH2:47][CH2:48][NH:49][CH2:50][CH2:51]5)=[CH:14][CH:13]=4)[CH:16]=3)[NH:21][CH:22]=2)[C:25]([CH3:38])=[N:26]1 |f:1.2.3|.